Dataset: the Open Reaction Database (ORD), a public repository of structured organic reaction records. Task: describe an organic reaction: reactants, conditions, products, and yield Yield: 40.0%. The product is CC1=C(C=CC=2N1C(=CN2)C=O)C=2C=NC=CC2 (5-Methyl-6-(pyridin-3-yl) imidazo[1,2-a]pyridine-3-carbaldehyde). Reaction SMILES: Br[C:2]1[CH:3]=[CH:4][C:5]2[N:6]([C:9]([CH:12]=[O:13])=[CH:10][N:11]=2)[C:7]=1[CH3:8].[N:14]1[CH:19]=[CH:18][CH:17]=[C:16](B(O)O)[CH:15]=1.C([O-])([O-])=O.[Na+].[Na+]>CN(C=O)C.C(OCC)(=O)C>[CH3:8][C:7]1[N:6]2[C:9]([CH:12]=[O:13])=[CH:10][N:11]=[C:5]2[CH:4]=[CH:3][C:2]=1[C:16]1[CH:15]=[N:14][CH:19]=[CH:18][CH:17]=1 |f:2.3.4|. Run in CN(C)C=O (DMF), C(C)(=O)OCC (ethyl acetate). Reported procedure: 6-bromo-5-methylimidazo[1,2-a]pyridine-3-carbaldehyde (125 mg, 0.523 mmol), Pyridine-3-boronic acid (77.5 mg, 0.603 mmol), dichlorobis(triphenylphosphine) palladium (II) (36.7 mg, 0.05 mmol) and 2M aqueous Na2CO3 (2 ml) were dissolved in DMF (3 ml) and refluxed for 2 hours. The reaction mixture was diluted with ethyl acetate and washed with water and brine. The solvent was evaporated to obtain crude product, which was purified by column chromatography (silica gel, 0.5% methanol in chloroform) to... Reactants: BrC=1C=CC=2N(C1C)C(=CN2)C=O (6-bromo-5-methylimidazo[1,2-a]pyridine-3-carbaldehyde), N1=CC(=CC=C1)B(O)O (Pyridine-3-boronic acid), dichlorobis(triphenylphosphine) palladium (II), C(=O)([O-])[O-].[Na+].[Na+] (Na2CO3).